From a dataset of the Open Reaction Database (ORD), a public repository of structured organic reaction records. describe an organic reaction: reactants, conditions, products, and yield Reactants: C1(CC1)C=1C=C(C=C2C(CC(OC12)(C)C)(C)C)C#C (8-cyclopropyl-6-ethynyl-2,2,4,4-tetramethylchroman), C(C)OC(CC1=C(C=C(C=C1)I)F)=O (2-fluoro-4-iodo phenyl acetic acid ethyl ester), C1(CC1)C=1C=C(C=C2C(CC(OC12)(C)C)(C)C)C#C (8-cyclopropyl-6-ethynyl-2,2,4,4-tetramethylchroman), C(C)OC(CC1=C(C=C(C=C1)I)F)=O (2-fluoro-4-iodo phenyl acetic acid ethyl ester). Reagents/catalysts: [Cu]I (copper(I)iodide), Cl[Pd]([P](C1=CC=CC=C1)(C2=CC=CC=C2)C3=CC=CC=C3)([P](C4=CC=CC=C4)(C5=CC=CC=C5)C6=CC=CC=C6)Cl (dichlorobis(triphenylphosphine)palladium(II)). Run in C(C)N(CC)CC (triethyl amine). Product: C(C)OC(CC1=C(C=C(C=C1)C#CC=1C=C2C(CC(OC2=C(C1)C1CC1)(C)C)(C)C)F)=O ([4-(8-Cyclopropyl-2,2,4,4-tetramethyl-chroman-6-yl-ethynyl)-2-fluorophenyl] Acetic Acid Ethyl Ester). As a reaction SMILES: [CH:1]1([C:4]2[CH:5]=[C:6]([C:18]#[CH:19])[CH:7]=[C:8]3[C:13]=2[O:12][C:11]([CH3:15])([CH3:14])[CH2:10][C:9]3([CH3:17])[CH3:16])[CH2:3][CH2:2]1.[CH2:20]([O:22][C:23](=[O:33])[CH2:24][C:25]1[CH:30]=[CH:29][C:28](I)=[CH:27][C:26]=1[F:32])[CH3:21]>[Cu]I.Cl[Pd](Cl)([P](C1C=CC=CC=1)(C1C=CC=CC=1)C1C=CC=CC=1)[P](C1C=CC=CC=1)(C1C=CC=CC=1)C1C=CC=CC=1.C(N(CC)CC)C>[CH2:20]([O:22][C:23](=[O:33])[CH2:24][C:25]1[CH:30]=[CH:29][C:28]([C:19]#[C:18][C:6]2[CH:7]=[C:8]3[C:13](=[C:4]([CH:1]4[CH2:3][CH2:2]4)[CH:5]=2)[O:12][C:11]([CH3:14])([CH3:15])[CH2:10][C:9]3([CH3:17])[CH3:16])=[CH:27][C:26]=1[F:32])[CH3:21] |^1:38,57|. Procedure details: Following general procedure F and using 8-cyclopropyl-6-ethynyl-2,2,4,4-tetramethylchroman (Intermediate 34, 0.096 g, 0.38 mmol), ethyl-2-fluoro-4-iodo phenyl acetate (Reagent C, 0.104 g, 0.34 mmol), triethyl amine (3 mL), tetrahydrofuiran (3 mL), copper(I)iodide (0.020 g, 0.1 mmol) and dichlorobis(triphenylphosphine)palladium(II) (0.060 g, 0.085 mmol) the title compound was obtained (0.14 g, 85%). Starting materials: CC(C)(C)C=1SC(=C(N1)C=1C(=C(N)C=CC1)F)C1=NC(=NC=C1)C (3-[2-(1,1-dimethylethyl)-5-(2-methyl-4-pyrimidinyl)-1,3-thiazol-4-yl]-2-fluoroaniline), FC1=C(C=CC=C1)S(=O)(=O)Cl (2-fluorobenzenesulfonyl chloride). Yields the product CC(C)(C)C=1SC(=C(N1)C=1C(=C(C=CC1)NS(=O)(=O)C1=C(C=CC=C1)F)F)C1=NC(=NC=C1)C (N-{3-[2-(1,1-dimethylethyl)-5-(2-methyl-4-pyrimidinyl)-1,3-thiazol-4-yl]-2-fluorophenyl}-2-fluorobenzenesulfonamide), solid. Isolated yield 75.0%. Reaction SMILES: [CH3:1][C:2]([C:5]1[S:6][C:7]([C:18]2[CH:23]=[CH:22][N:21]=[C:20]([CH3:24])[N:19]=2)=[C:8]([C:10]2[C:11]([F:17])=[C:12]([CH:14]=[CH:15][CH:16]=2)[NH2:13])[N:9]=1)([CH3:4])[CH3:3].[F:25][C:26]1[CH:31]=[CH:30][CH:29]=[CH:28][C:27]=1[S:32](Cl)(=[O:34])=[O:33]>>[CH3:4][C:2]([C:5]1[S:6][C:7]([C:18]2[CH:23]=[CH:22][N:21]=[C:20]([CH3:24])[N:19]=2)=[C:8]([C:10]2[C:11]([F:17])=[C:12]([NH:13][S:32]([C:27]3[CH:28]=[CH:29][CH:30]=[CH:31][C:26]=3[F:25])(=[O:34])=[O:33])[CH:14]=[CH:15][CH:16]=2)[N:9]=1)([CH3:1])[CH3:3]. Reported procedure: Following a procedure analogous to the procedure described in Example 222, Step A using 3-[2-(1,1-dimethylethyl)-5-(2-methyl-4-pyrimidinyl)-1,3-thiazol-4-yl]-2-fluoroaniline (70 mg, 0.204 mmol) and 2-fluorobenzenesulfonyl chloride (0.119 mL, 0.613 mmol), the title compound was obtained as a solid (77 mg, 75% yield). 1H NMR (400 MHz, DMSO-d6) ppm 10.53 (s, 1H), 8.42 (d, J=5.31 Hz, 1H), 7.64-7.69 (m, 1H), 7.59-7.64 (m, 1H), 7.31-7.39 (m, 3H), 7.25 (dt, J=15.29, 7.74 Hz, 2H), 6.51 (d, J=5.31 Hz, 1H... Reactants: C(C)(C)(CC)N=C=NC=1C=NC=CC1 (N-tert-pentyl-N'-3-pyridylcarbodiimide), C(C)(C)(C)N=C=NC=1C=NC=CC1 (N-tert-butyl-N'-3-pyridylcarbodiimide). Product: C(#N)N=C(NC(C)(C)CC)NC=1C=NC=CC1 (N"-cyano-N-tert-pentyl-N'-3-pyridylguanidine). RXN SMILES: [C:1]([N:6]=[C:7]=[N:8][C:9]1[CH:10]=[N:11][CH:12]=[CH:13][CH:14]=1)([CH2:4][CH3:5])([CH3:3])[CH3:2].C([N:19]=[C:20]=[N:21]C1C=NC=CC=1)(C)(C)C>>[C:20]([N:21]=[C:7]([NH:8][C:9]1[CH:10]=[N:11][CH:12]=[CH:13][CH:14]=1)[NH:6][C:1]([CH2:4][CH3:5])([CH3:2])[CH3:3])#[N:19]. Procedure: By following the procedure of Example 1, but substituting N-tert-pentyl-N'-3-pyridylcarbodiimide for the N-tert-butyl-N'-3-pyridylcarbodiimide, the N"-cyano-N-tert-pentyl-N'-3-pyridylguanidine was obtained with a melting point of 187.0°-187.5° C. The reactants are Cl (HCl), C(C)(C)(C)OCC(=O)N[C@H](CC1=CC=CC=C1)C(=O)N1[C@H](C(=O)NCC2=C(C=CC(=C2)Cl)CNC(=O)OC(C)(C)C)CCC1 (N-(tert-Butoxyacetyl)-D-phenylalanyl-N-(2-{[(tert-butoxycarbonyl)amino]methyl}-5-chlorobenzyl)-L-prolinamide). Run in C(C)OC(C)=O (ethylacetate). Conditions: time 1 hour. Product: Cl.Cl.N[C@H](CC1=CC=CC=C1)C(=O)N1[C@H](C(=O)NCC2=C(C=CC(=C2)Cl)C[NH3+])CCC1 (D-Phenylalanyl-N-[2-(ammoniomethyl)-5-chlorobenzyl]-L-prolinamide bis(hydrochloride)). As a reaction SMILES: [ClH:1].C(OCC([NH:10][C@@H:11]([C:19]([N:21]1[CH2:45][CH2:44][CH2:43][C@H:22]1[C:23]([NH:25][CH2:26][C:27]1[CH:32]=[C:31]([Cl:33])[CH:30]=[CH:29][C:28]=1[CH2:34][NH:35]C(OC(C)(C)C)=O)=[O:24])=[O:20])[CH2:12][C:13]1[CH:18]=[CH:17][CH:16]=[CH:15][CH:14]=1)=O)(C)(C)C>C(OC(=O)C)C>[ClH:33].[ClH:1].[NH2:10][C@@H:11]([C:19]([N:21]1[CH2:45][CH2:44][CH2:43][C@H:22]1[C:23]([NH:25][CH2:26][C:27]1[CH:32]=[C:31]([Cl:33])[CH:30]=[CH:29][C:28]=1[CH2:34][NH3+:35])=[O:24])=[O:20])[CH2:12][C:13]1[CH:18]=[CH:17][CH:16]=[CH:15][CH:14]=1 |f:3.4.5|. Reported procedure: HCl gas was bubbled through a 0° C. solution of N-(tert-Butoxyacetyl)-D-phenylalanyl-N-(2-{[(tert-butoxycarbonyl)amino]methyl}-5-chlorobenzyl)-L-prolinamide (0.073 mmol, 45 mg) in 0.500 mL ethylacetate for 2 min. Let stir 1 h and concentrated in vaccuo to give D-Phenylalanyl-N-[2-(ammoniomethyl)-5-chlorobenzyl]-L-prolinamide bis(hydrochloride). Mass Spec ES (M+1)=415.1. Reactants: BrC1=C(C=C(C=C1)F)F (1-bromo-2,4-difluorobenzene), Cl.Cl.NCCCCN (1,4-Diaminobutane dihydrochloride), CC(C)([O-])C.[Na+] (sodium t-butoxide), C=1C=CC(=CC1)P(C=2C=CC=CC2)C3=CC=C4C=CC=CC4=C3C5=C6C=CC=CC6=CC=C5P(C=7C=CC=CC7)C=8C=CC=CC8 (rac-BINAP). Reagents/catalysts: C=1C=CC(=CC1)/C=C/C(=O)/C=C/C2=CC=CC=C2.C=1C=CC(=CC1)/C=C/C(=O)/C=C/C2=CC=CC=C2.[Pd] (Pd(dba)2). Solvent: C(C)OCC (diethyl ether). Conditions: temperature 110 celsius, time 8 hour. The product is FC1=C(C=CC(=C1)F)NCCCCN (N′-(2,4-difluorophenyl)butane-1,4-diamine). RXN SMILES: Cl.Cl.[NH2:3][CH2:4][CH2:5][CH2:6][CH2:7][NH2:8].CC(C)([O-])C.[Na+].C1C=CC(P(C2C(C3C(P(C4C=CC=CC=4)C4C=CC=CC=4)=CC=C4C=3C=CC=C4)=C3C(C=CC=C3)=CC=2)C2C=CC=CC=2)=CC=1.Br[C:62]1[CH:67]=[CH:66][C:65]([F:68])=[CH:64][C:63]=1[F:69]>C(OCC)C.C1C=CC(/C=C/C(/C=C/C2C=CC=CC=2)=O)=CC=1.C1C=CC(/C=C/C(/C=C/C2C=CC=CC=2)=O)=CC=1.[Pd]>[F:68][C:65]1[CH:64]=[C:63]([F:69])[CH:62]=[CH:67][C:66]=1[NH:3][CH2:4][CH2:5][CH2:6][CH2:7][NH2:8] |f:0.1.2,3.4,8.9.10|. Reported procedure: 1,4-Diaminobutane dihydrochloride (0.97 g; 6 mmol), sodium t-butoxide (1.87 g, 19.5 mmol), rac-BINAP (61.0 mg, 0.09 mmol), and Pd(dba)2 (35.0 mg, 0.06 mmol) are charged to a flame dried screw-cap vial. The vial is vacuumed and back filled with nitrogen. Then anhydrous toluene (15 mL) is added, followed by the addition of 1-bromo-2,4-difluorobenzene (0.34 mL, 3.00 mmol). The mixture is stirred under nitrogen at 110° C. overnight. The reaction mixture is diluted with 80 mL of diethyl ether and fil... Reactants: C(C)(C)[N-]C(C)C.[Li+] (Lithium diisopropylamide), C(C)(=O)OC(C)(C=C)CCC=C(C)C (Linalyl acetate), C(CCCCCCCC)(=O)Cl (nonanoyl chloride). Solvent: C1CCOC1 (THF). Run at temperature -78 celsius, time 15 minute. The product is C(CCCCCCCC)(=O)CC(=O)OC(C)(C=C)CCC=C(C)C (Linalyl (nonanoyl)acetate). RXN SMILES: C([N-]C(C)C)(C)C.[Li+].[C:9]([O:12][C:13]([CH2:17][CH2:18][CH:19]=[C:20]([CH3:22])[CH3:21])([CH:15]=[CH2:16])[CH3:14])(=[O:11])[CH3:10].[C:23](Cl)(=[O:32])[CH2:24][CH2:25][CH2:26][CH2:27][CH2:28][CH2:29][CH2:30][CH3:31]>C1COCC1>[C:23]([CH2:10][C:9]([O:12][C:13]([CH2:17][CH2:18][CH:19]=[C:20]([CH3:22])[CH3:21])([CH:15]=[CH2:16])[CH3:14])=[O:11])(=[O:32])[CH2:24][CH2:25][CH2:26][CH2:27][CH2:28][CH2:29][CH2:30][CH3:31] |f:0.1|. Reported procedure: Lithium diisopropylamide in the amount of 133.7 mL (2.0 M, 0.267 mol) is placed into a 500 mL three-necked round-bottomed flask fitted with a magnetic stirrer, internal thermometer, argon inlet, and addition funnel. The flask is cooled -78° C. Linalyl acetate in the amount of 24.73 g (0.126 mol) is dissolved in THF (40 mL) and the resulting solution added to the flask over 45 min. Once addition is complete, the mixture is stirred for an additional 15 min before being treated with a solution of n... Starting materials: [OH-].[Na+] (sodium hydroxide), Cl (hydrochloric acid), BrC1=NC(=CC=C1)C (2-bromo-6-methylpyridine), C[Si](C)(C)C#C ((trimethylsilyl)acetylene). The reagents and catalysts are [Cu]I (Copper(I) iodide), Cl[Pd]([P](C1=CC=CC=C1)(C2=CC=CC=C2)C3=CC=CC=C3)([P](C4=CC=CC=C4)(C5=CC=CC=C5)C6=CC=CC=C6)Cl ((PPh3)2PdCl2). The solvent is C(C)N(CC)CC (triethylamine), CO (methanol). Conditions: time 2 hour. Product: C(#C)C1=NC(=CC=C1)C (2-Ethynyl-6-methyl-pyridine). Isolated yield 341.4%. RXN SMILES: Br[C:2]1[CH:7]=[CH:6][CH:5]=[C:4]([CH3:8])[N:3]=1.C[Si]([C:13]#[CH:14])(C)C.[OH-].[Na+].Cl>C(N(CC)CC)C.CO.[Cu]I.Cl[Pd](Cl)([P](C1C=CC=CC=1)(C1C=CC=CC=1)C1C=CC=CC=1)[P](C1C=CC=CC=1)(C1C=CC=CC=1)C1C=CC=CC=1>[C:13]([C:2]1[CH:7]=[CH:6][CH:5]=[C:4]([CH3:8])[N:3]=1)#[CH:14] |f:2.3,^1:31,50|. Procedure details: A solution of 2-bromo-6-methylpyridine (0.5 g, 2.9 mmol) and (trimethylsilyl)acetylene (0.29 g, 2.9 mmol) in triethylamine (15 mL) is purged with argon. Copper(I) iodide (11 mg, 0.06 mmol) and (PPh3)2PdCl2 (42 mg, 0.06 mmol) are added and the reaction is stirred under argon at room temperature for 2 h. The solvent is removed in vacuo and the residue is diluted in ethyl acetate (50 mL) and water (50 mL). The organic is separated and washed with brine. The solvent is removed to afford a dark oil. ...